Dataset: the Open Reaction Database (ORD), a public repository of structured organic reaction records. Task: describe an organic reaction: reactants, conditions, products, and yield Reactants: C(C)(=O)C=1NC(=C(C1C)C(C)=O)C (2,4-diacetyl-3,5-dimethylpyrrole), C([O-])([O-])=O.[K+].[K+] (potassium carbonate), S(=O)(=O)(Cl)Cl (sulphuryl chloride). Reaction SMILES: [C:1]([C:4]1[NH:5][C:6]([CH3:13])=[C:7]([C:10](=[O:12])[CH3:11])[C:8]=1[CH3:9])(=[O:3])[CH3:2].C(=O)([O-])[O-].[K+].[K+].S(Cl)([Cl:23])(=O)=O>ClCCl>[Cl:23][CH2:13][C:6]1[NH:5][C:4]([C:1](=[O:3])[CH3:2])=[C:8]([CH3:9])[C:7]=1[C:10](=[O:12])[CH3:11] |f:1.2.3|. The product is ClCC=1NC(=C(C1C(C)=O)C)C(C)=O (2-chloromethyl-3,5-diacetyl-4-methylpyrrole). Run at temperature 0.5 celsius. Reported procedure: To a stirred mixture of 2,4-diacetyl-3,5-dimethylpyrrole (1.0 g), dichloromethane (35 cm3) and potassium carbonate (7.73 g) at 0°-5° C. was added a solution of sulphuryl chloride (0.79 g) in dichloromethane (15 cm3). The temperature of the mixture was maintained at 0.5° C. during the addition by external cooling and then the mixture was stirred at this temperature until adjudged complete by t.l.c. (ca 2 h). The mixture was then filtered and evaporated to give crude 2-chloromethyl-3,5-diacetyl-4-... The solvent is ClCCl (dichloromethane), ClCCl (dichloromethane). Reactants: CN1N=CC(=C1)C1=NC=CC(=C1)OC=1C=CC(=NC1)N (5-((2-(1-methyl-1H-pyrazol-4-yl)pyridin-4-yl)oxy)pyridin-2-amine), TEA, C1(CCCCC1)N1C(NCC1)=O (1-cyclohexylimidazolidin-2-one), N1=CC=CC=C1 (pyridine), C(=O)(Cl)Cl (phosgene). The solvent is C(Cl)Cl (DCM), O (water), C(Cl)Cl (DCM). Conditions: time 15 minute. Yields the product C1(CCCCC1)N1C(N(CC1)C(=O)NC1=NC=C(C=C1)OC1=CC(=NC=C1)C=1C=NN(C1)C)=O (3-cyclohexyl-N-(5-((2-(1-methyl-1H-pyrazol-4-yl)pyridin-4-yl)oxy)pyridin-2-yl)-2-oxoimidazolidine-1-carboxamide). Yield: 64.3%. RXN SMILES: [CH:1]1([N:7]2[CH2:11][CH2:10][NH:9][C:8]2=[O:12])[CH2:6][CH2:5][CH2:4][CH2:3][CH2:2]1.N1C=CC=CC=1.[C:19](Cl)(Cl)=[O:20].[CH3:23][N:24]1[CH:28]=[C:27]([C:29]2[CH:34]=[C:33]([O:35][C:36]3[CH:37]=[CH:38][C:39]([NH2:42])=[N:40][CH:41]=3)[CH:32]=[CH:31][N:30]=2)[CH:26]=[N:25]1>C(Cl)Cl.O>[CH:1]1([N:7]2[CH2:11][CH2:10][N:9]([C:19]([NH:42][C:39]3[CH:38]=[CH:37][C:36]([O:35][C:33]4[CH:32]=[CH:31][N:30]=[C:29]([C:27]5[CH:26]=[N:25][N:24]([CH3:23])[CH:28]=5)[CH:34]=4)=[CH:41][N:40]=3)=[O:20])[C:8]2=[O:12])[CH2:2][CH2:3][CH2:4][CH2:5][CH2:6]1. Procedure: A solution of Example B7 (0.085 g, 0.505 mmol) and pyridine (0.133 g, 1.684 mmol) in DCM (2 mL) was added to phosgene (20% in toluene, 0.833 g, 1.684 mmol), under Ar, stirred for 15 min, then concentrated to dryness. The residue was dissolved in DCM (2 mL), treated with a solution of Example A2 (0.09 g, 0.337 mmol) and TEA (0.102 g, 1.010 mmol) in DCM (2 mL) and stirred at RT for 1 h. The mixture was treated with water, extracted with DCM (2×) and the combined organics were washed with brine, dr... Starting materials: C=CCOc1ccc(COCCn2ccnn2)cc1, CN1C(=O)CC(=O)N(C)C1=O, ClCCl, c1ccc(P(c2ccccc2)(c2ccccc2)[Pd](P(c2ccccc2)(c2ccccc2)c2ccccc2)(P(c2ccccc2)(c2ccccc2)c2ccccc2)P(c2ccccc2)(c2ccccc2)c2ccccc2)cc1. Yields the product Oc1ccc(COCCn2ccnn2)cc1. Reaction SMILES: [CH2:1]([CH:2]=[CH2:3])[O:4][c:5]1[cH:6][cH:7][c:8]([CH2:9][O:10][CH2:11][CH2:12][n:13]2[n:14][n:15][cH:16][cH:17]2)[cH:18][cH:19]1.[CH3:20][N:21]1[C:22](=[O:23])[CH2:24][C:25](=[O:26])[N:27]([CH3:28])[C:29]1=[O:30].[Cl:31][CH2:32][Cl:33].[cH:34]1[cH:35][cH:36][c:37]([P:38]([Pd:39]([P:40]([c:41]2[cH:42][cH:43][cH:44][cH:45][cH:46]2)([c:47]2[cH:48][cH:49][cH:50][cH:51][cH:52]2)[c:53]2[cH:54][cH:55][cH:56][cH:57][cH:58]2)([P:59]([c:60]2[cH:61][cH:62][cH:63][cH:64][cH:65]2)([c:66]2[cH:67][cH:68][cH:69][cH:70][cH:71]2)[c:72]2[cH:73][cH:74][cH:75][cH:76][cH:77]2)[P:78]([c:79]2[cH:80][cH:81][cH:82][cH:83][cH:84]2)([c:85]2[cH:86][cH:87][cH:88][cH:89][cH:90]2)[c:91]2[cH:92][cH:93][cH:94][cH:95][cH:96]2)([c:97]2[cH:98][cH:99][cH:100][cH:101][cH:102]2)[c:103]2[cH:104][cH:105][cH:106][cH:107][cH:108]2)[cH:109][cH:110]1>>[OH:4][c:5]1[cH:6][cH:7][c:8]([CH2:9][O:10][CH2:11][CH2:12][n:13]2[n:14][n:15][cH:16][cH:17]2)[cH:18][cH:19]1. The reactants are NC1=C(C(=NN1CCO)C)N=O (5-Amino-1-(2-hydroxyethyl)-3-methyl-4-nitrosopyrazole). Reagents/catalysts: [Pd] (Pd/C). The solvent is C(C)O (ethanol), ClCCl (dichloromethane). Conditions: time 2 hour. The product is NC=1C(=NN(C1N)CCO)C (4,5-Diamino-1-(2-hydroxyethyl)-3-methylpyrazole). Isolated yield 96.6%. Reaction SMILES: [NH2:1][C:2]1[N:6]([CH2:7][CH2:8][OH:9])[N:5]=[C:4]([CH3:10])[C:3]=1[N:11]=O>C(O)C.ClCCl.[Pd]>[NH2:11][C:3]1[C:4]([CH3:10])=[N:5][N:6]([CH2:7][CH2:8][OH:9])[C:2]=1[NH2:1]. Procedure details: 5-Amino-1-(2-hydroxyethyl)-3-methyl-4-nitrosopyrazole (0.9 g, 5.3 mmole) was dissolved in a mixture of ethanol (40 ml) and dichloromethane (40 ml) and hydrogenated over 10% Pd/C (0.1 g) at 20 p.s.i. and 20° C. for 2 hours. The catalyst was filtered onto Arbocel and the solvent removed under reduced pressure yielding the title compound as a foam (800 mg, 97%). The reactants are COc1cc(C)c(C=O)c(OC)c1OC, CCCCCC, CC(C)NC(C)C, [Li]c1c(C)cnc(F)c1I, [Li]c1c(F)ncc(C)c1I, Cc1cnc(F)c(I)c1, C1CCOC1, O. Product: COc1cc(C)c(C(O)c2c(F)ncc(C)c2I)c(OC)c1OC. Reaction SMILES: [CH3:37][O:38][c:39]1[c:40]([CH:41]=[O:42])[c:43]([CH3:51])[cH:44][c:45]([O:49][CH3:50])[c:46]1[O:47][CH3:48].[CH3:58][CH2:59][CH2:60][CH2:61][CH2:62][CH3:63].[CH:1]([NH:2][CH:3]([CH3:4])[CH3:5])([CH3:6])[CH3:7].[F:17][c:18]1[c:19]([I:20])[c:21]([Li:22])[c:23]([CH3:24])[cH:25][n:26]1.[F:27][c:28]1[n:29][cH:30][c:31]([CH3:36])[c:32]([I:35])[c:33]1[Li:34].[F:8][c:9]1[c:10]([I:11])[cH:12][c:13]([CH3:14])[cH:15][n:16]1.[O:52]1[CH2:53][CH2:54][CH2:55][CH2:56]1.[OH2:57]>>[F:27][c:28]1[n:29][cH:30][c:31]([CH3:36])[c:32]([I:35])[c:33]1[CH:41]([c:40]1[c:39]([O:38][CH3:37])[c:46]([O:47][CH3:48])[c:45]([O:49][CH3:50])[cH:44][c:43]1[CH3:51])[OH:42]. The reactants are NC1=NN2C(C(=CC=C2)O)=N1 (2-amino-[1,2,4]triazolo[1,5-a]pyridin-8-ol), C([O-])([O-])=O.[Cs+].[Cs+] (cesium carbonate), CC(=O)C (acetone), BrCC1=C(C=CC=C1)N(S(=O)(=O)C)C (N-(2-bromomethyl-phenyl)-N-methyl-methanesulfonamide). Run at time 2 hour. Product: NC1=NN2C(C(=CC=C2)OCC2=C(C=CC=C2)N(S(=O)(=O)C)C)=N1 (N-[2-(2-Amino-[1,2,4]triazolo[1,5-a]pyridin-8-yloxymethyl)-phenyl]-N-methyl-methanesulfonamide), oil. Yield: 28.0%. As a reaction SMILES: [NH2:1][C:2]1[N:11]=[C:5]2[C:6]([OH:10])=[CH:7][CH:8]=[CH:9][N:4]2[N:3]=1.C(=O)([O-])[O-].[Cs+].[Cs+].CC(C)=O.Br[CH2:23][C:24]1[CH:29]=[CH:28][CH:27]=[CH:26][C:25]=1[N:30]([CH3:35])[S:31]([CH3:34])(=[O:33])=[O:32]>>[NH2:1][C:2]1[N:11]=[C:5]2[C:6]([O:10][CH2:23][C:24]3[CH:29]=[CH:28][CH:27]=[CH:26][C:25]=3[N:30]([CH3:35])[S:31]([CH3:34])(=[O:33])=[O:32])=[CH:7][CH:8]=[CH:9][N:4]2[N:3]=1 |f:1.2.3|. Procedure details: 195 e) To a suspension of 2-amino-[1,2,4]triazolo[1,5-a]pyridin-8-ol (0.20 g, 1.3 mmol) and cesium carbonate (0.47 g, 1.4 mmol) in dry acetone (5 mL, 70 mmol) was added N-(2-bromomethyl-phenyl)-N-methyl-methanesulfonamide (0.40 g, 1.4 mmol). The mixture was stirred for 2 hours at room temperature then heated at 40° C. for 18 hours. The mixture was cooled to room temperature and the volatiles were evaporated. The residue was triturated with water (30 mL). The water was decanted and the waxy solid... Starting materials: CC(C(=O)O)(C)C1=CSC=C1 (2-methyl-2-(3-thienyl)propionic acid), S(=O)(Cl)Cl (thionyl chloride), S(=O)(Cl)Cl (thionyl chloride). The solvent is C(Cl)(Cl)Cl (chloroform). Conditions: time 30 minute. The product is CC(C(=O)Cl)(C)C1=CSC=C1 (2-methyl-2-(3-thienyl) propionic acid chloride). As a reaction SMILES: [CH3:1][C:2]([C:7]1[CH:11]=[CH:10][S:9][CH:8]=1)([CH3:6])[C:3](O)=[O:4].S(Cl)([Cl:14])=O>C(Cl)(Cl)Cl>[CH3:1][C:2]([C:7]1[CH:11]=[CH:10][S:9][CH:8]=1)([CH3:6])[C:3]([Cl:14])=[O:4]. Procedure: The 2-methyl-2-(3-thienyl)propionic acid (34.0 g); obtained in Example 8, was dissolved in chloroform (60 ml) and to this solution was added thionyl chloride (31.0 g), followed by a 30 minute-refluxing under heating. After the reaction, the solvent and remaining thionyl chloride was removed under reduced pressure. The remaining crude product was distilled under reduced pressure to obtain 2-methyl-2-(3-thienyl) propionic acid chloride with bp 86°-88° C./2.Otorr. As a reaction SMILES: [CH3:1][C:2]1C=C[C:5]2[N:6]([C@@H:9]3[C@@H:16]4[C@@H:12]([CH2:13][N:14]([C:17]5[CH:22]=[CH:21][CH:20]=[C:19]([C:23]([F:26])([F:25])[F:24])[N:18]=5)[CH2:15]4)[CH2:11][CH2:10]3)[CH:7]=[N:8][C:4]=2[CH:3]=1.[CH3:29][C:30]1C=CC2N=CN([C@@H]3[C@@H]4[C@@H](CN(C5C=CC=C(C(F)(F)F)N=5)C4)CC3)C=2[CH:56]=1>>[C:3]1([C:4]2[N:8]=[CH:7][N:6]([C@@H:9]3[C@@H:16]4[C@@H:12]([CH2:13][N:14]([C:17]5[CH:22]=[CH:21][CH:20]=[C:19]([C:23]([F:24])([F:25])[F:26])[N:18]=5)[CH2:15]4)[CH2:11][CH2:10]3)[CH:5]=2)[CH:2]=[CH:1][CH:56]=[CH:30][CH:29]=1. Yields the product C1(=CC=CC=C1)C=1N=CN(C1)[C@H]1CC[C@@H]2CN(C[C@@H]21)C2=NC(=CC=C2)C(F)(F)F ((3aR,4S,6aS)-4-(4-phenyl-1H-imidazol-1-yl)-2-[6-(trifluoromethyl)pyridin-2-yl]octahydrocyclopenta[c]pyrrole). The reactants are CC1=CC2=C(N(C=N2)[C@H]2CC[C@@H]3CN(C[C@@H]32)C3=NC(=CC=C3)C(F)(F)F)C=C1 (5-methyl-1-{(3aR,4S,6aS)-2-[6-(trifluoromethyl)pyridin-2-yl]octahydrocyclopenta[c]pyrrol-4-yl}-1H-benzimidazole), CC=1C=CC2=C(N(C=N2)[C@H]2CC[C@@H]3CN(C[C@@H]32)C3=NC(=CC=C3)C(F)(F)F)C1 (6-methyl-1-{(3aR,4S,6aS)-2-[6-(trifluoromethyl)pyridin-2-yl]octahydrocyclopenta[c]pyrrol-4-yl}-1H-benzimidazole). Procedure details: 5-methyl-1-{(3aR,4S,6aS)-2-[6-(trifluoromethyl)pyridin-2-yl]octahydrocyclopenta[c]pyrrol-4-yl}-1H-benzimidazole and 6-methyl-1-{(3aR,4S,6aS)-2-[6-(trifluoromethyl)pyridin-2-yl]octahydrocyclopenta[c]pyrrol-4-yl}-1H-benzimidazole;